This data is from the Open Reaction Database (ORD), a public repository of structured organic reaction records. The task is: describe an organic reaction: reactants, conditions, products, and yield Reactants: CSC1=NS(=O)(=O)c2cnccc2N1, NC1CCCCC1. The product is O=S1(=O)N=C(NC2CCCCC2)Nc2ccncc21. Reaction SMILES: [CH3:1][S:2][C:3]1=[N:4][S:5](=[O:13])(=[O:14])[c:6]2[c:7]([cH:9][cH:10][n:11][cH:12]2)[NH:8]1.[NH2:15][CH:16]1[CH2:17][CH2:18][CH2:19][CH2:20][CH2:21]1>>[C:3]1([NH:15][CH:16]2[CH2:17][CH2:18][CH2:19][CH2:20][CH2:21]2)=[N:4][S:5](=[O:13])(=[O:14])[c:6]2[c:7]([cH:9][cH:10][n:11][cH:12]2)[NH:8]1. Starting materials: polyethylene oxide, polyethylene oxide, C1=CC=C(C=C1)C2(C(=O)[N-]C(=O)N2)C3=CC=CC=C3.[Na+] (sodium phenytoin), polyvinylpyrrolidone, NC(CO)(CO)CO (tromethamine), polyethylene oxide, NC(CO)(CO)CO (2-amino-2-hydroxymethyl-1,3-propanediol), OC[C@H](O)[C@@H](O)[C@H](O)[C@H](O)CO (sorbitol), polyethylene oxide, C1=CC=C(C=C1)C2(C(=O)[N-]C(=O)N2)C3=CC=CC=C3.[Na+] (sodium phenytoin), polyethylene oxide. Run in C(C)O (ethyl alcohol). Run at time 7.5 minute. Product: C=1C=CC(=CC1)C2(C(=O)N=C(N2)O)C=3C=CC=CC3 (phenytoin). RXN SMILES: [CH:1]1[CH:6]=[CH:5][C:4]([C:7]2([C:14]3[CH:19]=[CH:18][CH:17]=[CH:16][CH:15]=3)[NH:13][C:11](=[O:12])[N-:10][C:8]2=[O:9])=[CH:3][CH:2]=1.[Na+].OC[C@@H]([C@H]([C@@H]([C@@H](CO)O)O)O)O.NC(CO)(CO)CO>C(O)C>[CH:17]1[CH:18]=[CH:19][C:14]([C:7]2([C:4]3[CH:3]=[CH:2][CH:1]=[CH:6][CH:5]=3)[NH:13][C:11]([OH:12])=[N:10][C:8]2=[O:9])=[CH:15][CH:16]=1 |f:0.1|. Procedure details: A drug phenytoin composition is prepared as follows: first, 2,580 g of polyethylene oxide having a weight-average molecular weight of 200,000 is passed through a 40-mesh screen. Then, 1,290 g of the screened polyethylene oxide is placed into the bowl of a mixer. Then, 2,400 g of sodium phenytoin is placed in the bowl over the polyethylene oxide. Next, 300 g of polyvinylpyrrolidone of 40,000 viscosity-average molecular weight is passed through a 40-mesh screen and added to the mixer. The remainin... Reactants: Br.C1(CC1)N1C=C(C(C2=CC=C(C(=C12)C)C=1C=C2CNCC2=C(C1)F)=O)C(=O)O (1-cyclopropyl-7-(7-fluoroisoindolin-5-yl)-8-methyl-1,4-dihydro-4-oxoquinoline-3-carboxylic acid hydrobromide). Run in C(C)O (ethanol), [OH-].[Na+] (sodium hydroxide). The product is C1(CC1)N1C=C(C(C2=CC=C(C(=C12)C)C=1C=C2CNCC2=C(C1)F)=O)C(=O)O (1-cyclopropyl-7-(7-fluoroisoindolin-5-yl)-8-methyl-1,4-dihydro-4-oxoquinoline-3-carboxylic acid). As a reaction SMILES: Br.[CH:2]1([N:5]2[C:14]3[C:9](=[CH:10][CH:11]=[C:12]([C:16]4[CH:17]=[C:18]5[C:22](=[C:23]([F:25])[CH:24]=4)[CH2:21][NH:20][CH2:19]5)[C:13]=3[CH3:15])[C:8](=[O:26])[C:7]([C:27]([OH:29])=[O:28])=[CH:6]2)[CH2:4][CH2:3]1>C(O)C.[OH-].[Na+]>[CH:2]1([N:5]2[C:14]3[C:9](=[CH:10][CH:11]=[C:12]([C:16]4[CH:17]=[C:18]5[C:22](=[C:23]([F:25])[CH:24]=4)[CH2:21][NH:20][CH2:19]5)[C:13]=3[CH3:15])[C:8](=[O:26])[C:7]([C:27]([OH:29])=[O:28])=[CH:6]2)[CH2:3][CH2:4]1 |f:0.1,3.4|. Procedure: In 3.0 ml of 47% hydrobromic acid was suspended 0.30 g of 1-cyclopropyl-7-[7-fluoro-2-(p-toluenesulfonyl)isoindolin-5-yl]-8-methyl-1,4-dihydro-4-oxoquinoline-3-carboxylic acid, followed by adding thereto 0.16 g of phenol and 1.8 ml of propionic acid, and the resulting mixture was heated at 100° C. for 10 hours under a nitrogen atmosphere. The reaction mixture was concentrated under reduced pressure, after which ethanol was added to the resulting residue and the crystals were collected by filtrat... Reactants: ice water, CN1N=CC=2CCCCC12 (4,5,6,7-Tetrahydro-1-methyl-1H-indazole), ClCCC(=O)Cl (3-chloropropionyl chloride), [Cl-].[Al+3].[Cl-].[Cl-] (aluminum chloride). Procedure details: 4,5,6,7-Tetrahydro-1-methyl-1H-indazole (10 g) and 3-chloropropionyl chloride (26 g) were dissolved in dichloroethane (100 ml) and aluminum chloride (28 g) was gradually added under an ice bath while stirring the mixture The reaction mixture was stirred for 17 hours at room temperature and poured into ice water. The reaction mixture was stirred for 2 hours at room temperature and extracted twice with chloroform. The chloroform layer was washed with saturated aqueous sodium hydrogencarbonate solu... Yield: 60.1%. The solvent is ClC(C)Cl (dichloroethane). Reaction SMILES: [CH3:1][N:2]1[C:10]2[CH2:9][CH2:8][CH2:7][CH2:6][C:5]=2[CH:4]=[N:3]1.[Cl:11][CH2:12][CH2:13][C:14](Cl)=[O:15].[Cl-].[Al+3].[Cl-].[Cl-]>ClC(Cl)C>[Cl:11][CH2:12][CH2:13][C:14]([C:4]1[C:5]2[CH2:6][CH2:7][CH2:8][CH2:9][C:10]=2[N:2]([CH3:1])[N:3]=1)=[O:15] |f:2.3.4.5|. Yields the product ClCCC(=O)C1=NN(C=2CCCCC12)C (3-(3-chloropropionyl)-4,5,6,7-tetrahydro-1-methyl-1H-indazole). Starting materials: ClC1=CC=C(C=C1)S(=O)(=O)NC(C(=O)NCCCCC(=O)OC)COC=1C=NC=CC1 ((RS)-2-(4-chlorobenzenesulfonylamino)-N-(4-methoxycarbonylbutyl)-3-(pyridin-3-yloxy)propanamide), Cl (HCl). The product is Cl.C(=O)(O)CCCCNC(C(COC=1C=NC=CC1)NS(=O)(=O)C1=CC=C(C=C1)Cl)=O ((RS)-N-(4-carboxybutyl)-2-(4-chlorobenzenesulfonylamino)-3-(pyridin-3-yloxy)propanamide hydrochloride). Isolated yield 136.5%. RXN SMILES: [Cl:1][C:2]1[CH:7]=[CH:6][C:5]([S:8]([NH:11][CH:12]([CH2:24][O:25][C:26]2[CH:27]=[N:28][CH:29]=[CH:30][CH:31]=2)[C:13]([NH:15][CH2:16][CH2:17][CH2:18][CH2:19][C:20]([O:22]C)=[O:21])=[O:14])(=[O:10])=[O:9])=[CH:4][CH:3]=1.Cl>>[ClH:1].[C:20]([CH2:19][CH2:18][CH2:17][CH2:16][NH:15][C:13](=[O:14])[CH:12]([NH:11][S:8]([C:5]1[CH:4]=[CH:3][C:2]([Cl:1])=[CH:7][CH:6]=1)(=[O:10])=[O:9])[CH2:24][O:25][C:26]1[CH:27]=[N:28][CH:29]=[CH:30][CH:31]=1)([OH:22])=[O:21] |f:2.3|. Reported procedure: The procedure described in Example 115 was repeated, except that (RS)-2-(4-chlorobenzenesulfonylamino)-N-(4-methoxycarbonylbutyl)-3-(pyridin-3-yloxy)propanamide (41.4 mg) was hydrolyzed, and then reacted with HCl to obtain (RS)-N-(4-carboxybutyl)-2-(4-chlorobenzenesulfonylamino)-3-(pyridin-3-yloxy)propanamide hydrochloride (29.6 mg).